Dataset: the Open Reaction Database (ORD), a public repository of structured organic reaction records. Task: describe an organic reaction: reactants, conditions, products, and yield Reactants: C(C=C)NC1=CC(=NC2=CC=C(C=C12)Cl)NCC1=C(C=CC(=C1)F)OC (N4-allyl-6-chloro-N2-(5-fluoro-2-methoxy-benzyl)-quinoline-2,4-diamine), C(C1=CC=CC=C1)N (benzylamine). Yields the product C(C1=CC=CC=C1)NC=1C=C2C(=CC(=NC2=CC1)NCC1=C(C=CC(=C1)F)OC)N (N6-Benzyl-N2-(5-fluoro-2-methoxy-benzyl)-quinoline-2,4,6-triamine). Reaction SMILES: C([NH:4][C:5]1[C:14]2[C:9](=[CH:10][CH:11]=[C:12](Cl)[CH:13]=2)[N:8]=[C:7]([NH:16][CH2:17][C:18]2[CH:23]=[C:22]([F:24])[CH:21]=[CH:20][C:19]=2[O:25][CH3:26])[CH:6]=1)C=C.[CH2:27]([NH2:34])[C:28]1[CH:33]=[CH:32][CH:31]=[CH:30][CH:29]=1>>[CH2:27]([NH:34][C:12]1[CH:13]=[C:14]2[C:9](=[CH:10][CH:11]=1)[N:8]=[C:7]([NH:16][CH2:17][C:18]1[CH:23]=[C:22]([F:24])[CH:21]=[CH:20][C:19]=1[O:25][CH3:26])[CH:6]=[C:5]2[NH2:4])[C:28]1[CH:33]=[CH:32][CH:31]=[CH:30][CH:29]=1. Procedure: The title compound, MS: m/e=403.5 (M+H+), was prepared in accordance with the general method of example 44 from N4-allyl-6-chloro-N2-(5-fluoro-2-methoxy-benzyl)-quinoline-2,4-diamine and benzylamine Starting materials: BrCCBr, COC(=O)Cc1cccc(N)c1. Yields the product COC(=O)Cc1cccc(NCCBr)c1. As a reaction SMILES: [Br:13][CH2:14][CH2:15][Br:16].[NH2:1][c:2]1[cH:3][c:4]([CH2:8][C:9](=[O:10])[O:11][CH3:12])[cH:5][cH:6][cH:7]1>>[NH:1]([c:2]1[cH:3][c:4]([CH2:8][C:9](=[O:10])[O:11][CH3:12])[cH:5][cH:6][cH:7]1)[CH2:15][CH2:14][Br:13]. Reactants: CC(=O)[O-], CO, ClCCl, Cl, O=Cc1noc(-c2ccccc2Cl)c1C(=O)c1nnn(Cc2cc(C(F)(F)F)cc(C(F)(F)F)c2)c1-c1ccccc1, NO, [Na+], O, O, O. Product: O=C(c1nnn(Cc2cc(C(F)(F)F)cc(C(F)(F)F)c2)c1-c1ccccc1)c1c(C=NO)noc1-c1ccccc1Cl. Reaction SMILES: [C:46]([O-:47])(=[O:48])[CH3:49].[CH3:57][OH:58].[Cl:54][CH2:55][Cl:56].[ClH:53].[F:1][C:2]([c:3]1[cH:4][c:5]([CH2:6][n:7]2[n:8][n:9][c:10]([C:18](=[O:19])[c:20]3[c:21]([CH:32]=[O:33])[n:22][o:23][c:24]3-[c:25]3[c:26]([Cl:31])[cH:27][cH:28][cH:29][cH:30]3)[c:11]2-[c:12]2[cH:13][cH:14][cH:15][cH:16][cH:17]2)[cH:34][c:35]([C:37]([F:38])([F:39])[F:40])[cH:36]1)([F:41])[F:42].[NH2:51][OH:52].[Na+:50].[OH2:43].[OH2:44].[OH2:45]>>[F:1][C:2]([c:3]1[cH:4][c:5]([CH2:6][n:7]2[n:8][n:9][c:10]([C:18](=[O:19])[c:20]3[c:21]([CH:32]=[N:51][OH:43])[n:22][o:23][c:24]3-[c:25]3[c:26]([Cl:31])[cH:27][cH:28][cH:29][cH:30]3)[c:11]2-[c:12]2[cH:13][cH:14][cH:15][cH:16][cH:17]2)[cH:34][c:35]([C:37]([F:38])([F:39])[F:40])[cH:36]1)([F:41])[F:42]. The reactants are CN(C)C=O (DMF), FC=1C=C(CBr)C=CC1F (3,4-difluorobenzyl bromide), ClC1=C(C=CC(=C1)Cl)C1=C(C=C(C(N1)=O)C(=O)OC)C1=CC=C(C=C1)F (Methyl 6-(2,4-dichlorophenyl)-5-(4-fluorophenyl)-2-oxo-1,2-dihydropyridine-3-carboxylate), C(=O)([O-])[O-].[Cs+].[Cs+] (Cs2CO3). The solvent is C(C)(=O)OCC (ethyl acetate). Conditions: time 16 hour. Product: ClC1=C(C=CC(=C1)Cl)C1=NC(=C(C(=O)OC)C=C1C1=CC=C(C=C1)F)OCC1=CC(=C(C=C1)F)F (Methyl 6-(2,4-dichlorophenyl)-2-[(3,4-difluorobenzyl)oxy]-5-(4-fluorophenyl)nicotinate). Reaction SMILES: CN(C=O)C.[Cl:6][C:7]1[CH:12]=[C:11]([Cl:13])[CH:10]=[CH:9][C:8]=1[C:14]1[NH:19][C:18](=[O:20])[C:17]([C:21]([O:23][CH3:24])=[O:22])=[CH:16][C:15]=1[C:25]1[CH:30]=[CH:29][C:28]([F:31])=[CH:27][CH:26]=1.C([O-])([O-])=O.[Cs+].[Cs+].[F:38][C:39]1[CH:40]=[C:41]([CH:44]=[CH:45][C:46]=1[F:47])[CH2:42]Br>C(OCC)(=O)C>[Cl:6][C:7]1[CH:12]=[C:11]([Cl:13])[CH:10]=[CH:9][C:8]=1[C:14]1[C:15]([C:25]2[CH:26]=[CH:27][C:28]([F:31])=[CH:29][CH:30]=2)=[CH:16][C:17]([C:21]([O:23][CH3:24])=[O:22])=[C:18]([O:20][CH2:42][C:41]2[CH:44]=[CH:45][C:46]([F:47])=[C:39]([F:38])[CH:40]=2)[N:19]=1 |f:2.3.4|. Procedure details: To an oven-dried round bottom flask was added DMF (5 mL), the product of Step E (0.500 g; 1.27 mmol), Cs2CO3 (0.910 g; 2.79 mmol), and 3,4-difluorobenzyl bromide (0.162 mL; 1.27 mmol). The reaction was stirred at room temperature for 16 h. The reaction mixture was diluted with ethyl acetate and washed with saturated aq. NaHCO3 solution (3×), and brine. The organic portion was dried (Na2SO4), filtered, and concentrated in vacuo. Purification done by MPLC (silica gel; 0-10% ethyl acetate/hexane gr... Reactants: COS(=O)(=O)OC, CN(C)P(=O)(N(C)C)N(C)C, [H-], [Na+], O, O=C(C=Cc1ccc(OC(F)(F)F)c(Cl)c1)c1c(O)c2ccccc2oc1=O. Yields the product COc1c(C(=O)C=Cc2ccc(OC(F)(F)F)c(Cl)c2)c(=O)oc2ccccc12. RXN SMILES: [CH3:31][O:32][S:33]([O:34][CH3:35])(=[O:36])=[O:37].[CH3:39][N:40]([P:41]([N:42]([CH3:43])[CH3:44])([N:45]([CH3:46])[CH3:47])=[O:48])[CH3:49].[H-:29].[Na+:30].[OH2:38].[OH:1][c:2]1[c:3]([C:13]([CH:14]=[CH:15][c:16]2[cH:17][c:18]([Cl:27])[c:19]([O:22][C:23]([F:24])([F:25])[F:26])[cH:20][cH:21]2)=[O:28])[c:4](=[O:12])[o:5][c:6]2[c:7]1[cH:8][cH:9][cH:10][cH:11]2>>[O:1]([c:2]1[c:3]([C:13]([CH:14]=[CH:15][c:16]2[cH:17][c:18]([Cl:27])[c:19]([O:22][C:23]([F:24])([F:25])[F:26])[cH:20][cH:21]2)=[O:28])[c:4](=[O:12])[o:5][c:6]2[c:7]1[cH:8][cH:9][cH:10][cH:11]2)[CH3:31]. Starting materials: ClC=1N=CC(=NC1)NC(OC(C)(C)C)=O (1,1-dimethylethyl (5-chloro-2-pyrazinyl)carbamate), Cl (HCl), CCOC(=O)C (EtOAc). Run in [O-]CC.[Na+] (sodium ethoxide). The product is C(C)OC=1N=CC(=NC1)NC(OCC)=O (ethyl (5-ethoxypyrazin-2-yl)carbamate). The yield is 42.9%. As a reaction SMILES: Cl[C:2]1[N:3]=[CH:4][C:5]([NH:8][C:9](=[O:15])[O:10][C:11]([CH3:14])(C)C)=[N:6][CH:7]=1.Cl.[CH3:17][CH2:18][O:19]C(C)=O>[O-]CC.[Na+]>[CH2:18]([O:19][C:2]1[N:3]=[CH:4][C:5]([NH:8][C:9](=[O:15])[O:10][CH2:11][CH3:14])=[N:6][CH:7]=1)[CH3:17] |f:3.4|. Procedure: The mixed products from 1,1-dimethylethyl (5-chloro-2-pyrazinyl)carbamate were combined and refluxed in 24% sodium ethoxide for 5 days, then cooled to RT, neutralized with HCl, and the product extracted out with DCM. The DCM was washed with saturated NaHCO3, then concentrated to afford a black residue. Addition of EtOAc afforded solids that were filtered off, washed with EtOAc to give ethyl (5-ethoxypyrazin-2-yl)carbamate as a brown solid (3.5 g, 42.9%). The reactants are C(CCC)N1C(=NC(=CC1=O)C(F)(F)F)S(=O)(=O)C (3-butyl-2-methylsulfonyl-6-trifluoromethyl-4(3H)-pyrimidinone), NC=1C=C(C=CC1Cl)C(F)(F)F (3-Amino-4-chlorobenzotrifluoride), [Cl-].[NH4+] (ammonium chloride). Run in CCOCC (ether), [H-].[Na+] (sodium hydride), [H-].[Na+] (sodium hydride), CN(C)C=O (DMF). Run at time 30 minute. The product is C(CCC)N1C(=NC(=CC1=O)C(F)(F)F)NC1=CC(=CC(=C1)C(F)(F)F)Cl (3-butyl-2-(3-chloro-5-trifluoromethylphenyl)amino-6-trifluoromethyl-4(3H)-pyrimidinone). Isolated yield 5.0%. RXN SMILES: [NH2:1][C:2]1[CH:3]=[C:4]([C:9]([F:12])([F:11])[F:10])[CH:5]=[CH:6][C:7]=1Cl.[CH2:13]([N:17]1[C:22](=[O:23])[CH:21]=[C:20]([C:24]([F:27])([F:26])[F:25])[N:19]=[C:18]1S(C)(=O)=O)[CH2:14][CH2:15][CH3:16].[Cl-:32].[NH4+]>CN(C=O)C.CCOCC.[H-].[Na+]>[CH2:13]([N:17]1[C:22](=[O:23])[CH:21]=[C:20]([C:24]([F:27])([F:26])[F:25])[N:19]=[C:18]1[NH:1][C:2]1[CH:3]=[C:4]([C:9]([F:12])([F:11])[F:10])[CH:5]=[C:6]([Cl:32])[CH:7]=1)[CH2:14][CH2:15][CH3:16] |f:2.3,6.7|. Reported procedure: 3-Amino-4-chlorobenzotrifluoride (2.9 g, 12.7 mmol) was dissolved in DMF (30 ml), sodium hydride (60% in oil, 540 mg, 13.5 mmol) was added, followed by stirring at room temperature for 30 minutes. Then, 3-butyl-2-methylsulfonyl-6-trifluoromethyl-4(3H)-pyrimidinone (3.0 g, 11.7 mmol) was added, followed by stirring for 4 hours. After completion of the reaction, the reaction solution was diluted with ether (20 ml), excess sodium hydride was neutralized with saturated ammonium chloride aqueous solu... The reactants are CCC(=O)Cl, ClCCl, Oc1cccc(F)c1Cl, Cl, c1ccncc1. Yields the product CCC(=O)Oc1cccc(F)c1Cl. As a reaction SMILES: [C:10]([CH2:11][CH3:12])(=[O:13])[Cl:14].[Cl:16][CH2:17][Cl:18].[Cl:1][c:2]1[c:3]([OH:9])[cH:4][cH:5][cH:6][c:7]1[F:8].[ClH:15].[cH:19]1[cH:20][cH:21][n:22][cH:23][cH:24]1>>[Cl:1][c:2]1[c:3]([O:9][C:10]([CH2:11][CH3:12])=[O:13])[cH:4][cH:5][cH:6][c:7]1[F:8]. The reactants are C(C)OC(C#C)OCC (3,3-diethoxyprop-1-yne), BrC=1C(=NC(=NC1)Cl)N[C@H](CNC(OC(C)(C)C)=O)CC(C)C (tert-butyl N-[(2S)-2-[(5-bromo-2-chloro-pyrimidin-4-yl)amino]-4-methyl-pentyl]carbamate), C1(=CC=CC=C1)[As](C1=CC=CC=C1)C1=CC=CC=C1 (triphenylarsine). Reagents/catalysts: C=1C=CC(=CC1)/C=C/C(=O)/C=C/C2=CC=CC=C2.C=1C=CC(=CC1)/C=C/C(=O)/C=C/C2=CC=CC=C2.C=1C=CC(=CC1)/C=C/C(=O)/C=C/C2=CC=CC=C2.[Pd].[Pd] (Pd2(dba)3). Run in C1(=CC=CC=C1)C (toluene), C(C)N(CC)CC (triethyl amine). Product: ClC1=NC=C(C(=N1)N[C@H](CN)CC(C)C)C#CC(OCC)OCC ((2S)—N2-[2-chloro-5-(3,3-diethoxyprop-1-ynyl)pyrimidin-4-yl]-4-methyl-pentane-1,2-diamine). As a reaction SMILES: Br[C:2]1[C:3]([NH:9][C@@H:10]([CH2:20][CH:21]([CH3:23])[CH3:22])[CH2:11][NH:12]C(=O)OC(C)(C)C)=[N:4][C:5]([Cl:8])=[N:6][CH:7]=1.[CH2:24]([O:26][CH:27]([O:30][CH2:31][CH3:32])[C:28]#[CH:29])[CH3:25].C1([As](C2C=CC=CC=2)C2C=CC=CC=2)C=CC=CC=1>C1(C)C=CC=CC=1.C(N(CC)CC)C.C1C=CC(/C=C/C(/C=C/C2C=CC=CC=2)=O)=CC=1.C1C=CC(/C=C/C(/C=C/C2C=CC=CC=2)=O)=CC=1.C1C=CC(/C=C/C(/C=C/C2C=CC=CC=2)=O)=CC=1.[Pd].[Pd]>[Cl:8][C:5]1[N:4]=[C:3]([NH:9][C@@H:10]([CH2:20][CH:21]([CH3:22])[CH3:23])[CH2:11][NH2:12])[C:2]([C:29]#[C:28][CH:27]([O:30][CH2:31][CH3:32])[O:26][CH2:24][CH3:25])=[CH:7][N:6]=1 |f:5.6.7.8.9|. Procedure details: To a solution of tert-butyl N-[(2S)-2-[(5-bromo-2-chloro-pyrimidin-4-yl)amino]-4-methyl-pentyl]carbamate 5.0 g (12.3 mmole) in toluene (36 mL) and triethyl amine (7.2 mL) was added under nitrogen, 3,3-diethoxyprop-1-yne 2.8 mL (19.7 mmole), Pd2(dba)3 1.1 g (1.23 mmole), and triphenylarsine 3.8 g (12.3 mmole). The contents were heated to 70 degrees for 24 hrs. After cooling to room temperature, the reaction mixture was filtered through CELITE™ and then concentrated under vacuum. The crude product...